This data is from the Open Reaction Database (ORD), a public repository of structured organic reaction records. The task is: describe an organic reaction: reactants, conditions, products, and yield Reactants: BrC1=CC(=C(C=C1)N1C(NC=2C1=C(C=1N(C2)C=CN1)Cl)=O)Cl (3-(4-Bromo-2-chlorophenyl)-4-chloro-1H-diimidazo[1,2-a:4′,5′-d]pyridin-2(3H)-one), [Li+].C[Si](C)(C)[N-][Si](C)(C)C (LHMDS), C1(CC1)S(=O)(=O)N (cyclopropyl sulfonamide). The solvent is C1CCOC1 (THF). Conditions: time 5 minute. Product: BrC1=CC(=C(C=C1)N1C(N(C=2C1=C(C=1N(C2)C=CN1)Cl)S(=O)(=O)C1CC1)=O)Cl (3-(4-bromo-2-chlorophenyl)-4-chloro-1-(cyclopropylsulfonyl)-1H-diimidazo[1,2-a:4′,5′-d]pyridin-2(3H)-one). Reaction SMILES: [Br:1][C:2]1[CH:7]=[CH:6][C:5]([N:8]2[C:12]3=[C:13]([Cl:20])[C:14]4[N:15]([CH:17]=[CH:18][N:19]=4)[CH:16]=[C:11]3[NH:10][C:9]2=[O:21])=[C:4]([Cl:22])[CH:3]=1.[Li+].C[Si]([N-][Si](C)(C)C)(C)C.[CH:33]1([S:36](N)(=[O:38])=[O:37])[CH2:35][CH2:34]1>C1COCC1>[Br:1][C:2]1[CH:7]=[CH:6][C:5]([N:8]2[C:12]3=[C:13]([Cl:20])[C:14]4[N:15]([CH:17]=[CH:18][N:19]=4)[CH:16]=[C:11]3[N:10]([S:36]([CH:33]3[CH2:35][CH2:34]3)(=[O:38])=[O:37])[C:9]2=[O:21])=[C:4]([Cl:22])[CH:3]=1 |f:1.2|. Procedure details: To a solution of the crude product (Step J) in 3 ml anhydrous THF was added LHMDS (0.4 ml, 0.4 mmol, 1M/THF) at 0° C. and the mixture was stirred for 5 min. The cyclopropyl sulfonamide (83 mg, 0.59 mol) was added neat and the mixture was warmed to room temperature and stirred for 15 h. The mixture was quenched with brine, diluted with H2O and extracted using a mixture of EtOAc/THF (3:1). The organic phase was washed with brine and dried with Na2SO4. Subsequent column chromatography (100% EtOAc) ... Starting materials: C(C)OC(CN1C(C2=CC=C(C=C2C1=O)[N+](=O)[O-])=O)=O ((5-nitro-1,3-dioxo-1,3-dihydro-isoindol-2-yl)-acetic acid ethyl ester), FC1=CC=C(OC2=CC=C(C=C2)O)C=C1 (4-(4-fluoro-phenoxy)-phenol). Product: C(C)OC(CN1C(C2=CC=C(C=C2C1=O)OC1=CC=C(C=C1)OC1=CC=C(C=C1)F)=O)=O ({5-[4-(4-Fluoro-phenoxy)-phenoxy]-1,3-dioxo-1,3-dihydro-isoindol-2-yl}-acetic acid ethyl ester). As a reaction SMILES: [CH2:1]([O:3][C:4](=[O:20])[CH2:5][N:6]1[C:14](=[O:15])[C:13]2[C:8](=[CH:9][CH:10]=[C:11]([N+]([O-])=O)[CH:12]=2)[C:7]1=[O:19])[CH3:2].[F:21][C:22]1[CH:35]=[CH:34][C:25]([O:26][C:27]2[CH:32]=[CH:31][C:30]([OH:33])=[CH:29][CH:28]=2)=[CH:24][CH:23]=1>>[CH2:1]([O:3][C:4](=[O:20])[CH2:5][N:6]1[C:14](=[O:15])[C:13]2[C:8](=[CH:9][CH:10]=[C:11]([O:33][C:30]3[CH:29]=[CH:28][C:27]([O:26][C:25]4[CH:34]=[CH:35][C:22]([F:21])=[CH:23][CH:24]=4)=[CH:32][CH:31]=3)[CH:12]=2)[C:7]1=[O:19])[CH3:2]. Procedure: Prepared in analogy to Example D-137 a) by reacting (5-nitro-1,3-dioxo-1,3-dihydro-isoindol-2-yl)-acetic acid ethyl ester with 4-(4-fluoro-phenoxy)-phenol. 1H NMR (200 MHz, CDCl3) δ 7.80 (d, J=8.0 Hz, 1H), 7.31 (m, 2H), 7.06-7.01 (m, 8H), 4.39 (s, 2H), 4.21 (q, J=7.2, 2H), 1.30 (t, J=7.3, 3H). Starting materials: CC1(C(C1C(=O)OCC)(C(=O)OCC)C#N)C (ethyl 2,2-dimethyl-3-ethoxycarbonyl-1-cyano-cyclopropane-1-carboxylate), [OH-].[K+] (potassium hydroxide). Yields the product CC1(C(C1C(=O)OCC)(C(=O)O)C#N)C (2,2-dimethyl-3-ethoxycarbonyl-1-cyano-cyclopropane-1-carboxylic acid). Isolated yield 90.6%. Reaction SMILES: [CH3:1][C:2]1([CH3:17])[CH:4]([C:5]([O:7][CH2:8][CH3:9])=[O:6])[C:3]1([C:15]#[N:16])[C:10]([O:12]CC)=[O:11].[OH-].[K+]>>[CH3:17][C:2]1([CH3:1])[CH:4]([C:5]([O:7][CH2:8][CH3:9])=[O:6])[C:3]1([C:15]#[N:16])[C:10]([OH:12])=[O:11] |f:1.2|. Procedure: A mixture of 2 g of ethyl 2,2-dimethyl-3-ethoxycarbonyl-1-cyano-cyclopropane-1-carboxylate (prepared as in U.S. Pat. No. 3,397,223) and 4.71 g of 10% ethanolic potassium hydroxide was stirred under an inert atmosphere for 15 hours and the ethanol was then evaporated under reduced pressure. The residue was washed with ether and was then taken up in ether. The pH of the solution was adjusted to 3 by addition of dilute sulfuric acid and the decanted ether phase was washed with water, dried and evap...